This data is from the Open Reaction Database (ORD), a public repository of structured organic reaction records. The task is: describe an organic reaction: reactants, conditions, products, and yield Starting materials: C1OC2([C@H](CCCCCCC(=O)OC)[C@H](CC2)CCC(CCCCC)(C)O)OC1 (1-methyl 9,9-(ethylenedioxy)-15-hydroxy-15-methyl-prostanoate), [OH-].[K+] (potassium hydroxide). The product is C1OC2([C@H](CCCCCCC(=O)O)[C@H](CC2)CCC(CCCCC)(C)O)OC1 (1-9,9-(ethylenedioxy)-15-hydroxy-15-methyl-prostanoic acid). Reaction SMILES: [CH2:1]1[CH2:29][O:28][C:3]2([CH2:17][CH2:16][C@H:15]([CH2:18][CH2:19][C:20]([OH:27])([CH3:26])[CH2:21][CH2:22][CH2:23][CH2:24][CH3:25])[C@H:4]2[CH2:5][CH2:6][CH2:7][CH2:8][CH2:9][CH2:10][C:11]([O:13]C)=[O:12])[O:2]1.[OH-].[K+]>>[CH2:29]1[CH2:1][O:2][C:3]2([CH2:17][CH2:16][C@H:15]([CH2:18][CH2:19][C:20]([OH:27])([CH3:26])[CH2:21][CH2:22][CH2:23][CH2:24][CH3:25])[C@H:4]2[CH2:5][CH2:6][CH2:7][CH2:8][CH2:9][CH2:10][C:11]([OH:13])=[O:12])[O:28]1 |f:1.2|. Reported procedure: Treatment of 1-methyl 9,9-(ethylenedioxy)-15-hydroxy-15-methyl-prostanoate (Example 736) with potassium hydroxide in the manner of Example 58 is productive of the subject compound.